This data is from the Open Reaction Database (ORD), a public repository of structured organic reaction records. The task is: describe an organic reaction: reactants, conditions, products, and yield Starting materials: Cn1cc(c(C=O)n1)[Cl], CC1=CN=C(C=C1)N, [C-]#[N+]C1CCCCC1. Reagents/catalysts: O=C(O)C(F)(F)F (trifluoroacetic acid). Solvent: CC(C)O (isopropyl alcohol), CC(C)O (isopropylalcohol). Conditions: temperature 22 celsius, time 20 hour. Yields the product Cc1ccc2nc(c3c(cn(C)n3)[Cl])c(NC3CCCCC3)n2c1. Yield: 53.9%. As a reaction SMILES: CC1=CC=C(N)N=C1.[C-]#[N+]C1CCCCC1.CN1C=C(Cl)C(C=O)=N1>>CN1C=C(Cl)C(=N1)C1=C(NC2CCCCC2)N2C=C(C)C=CC2=N1. Reactants: NC(CO)(CO)CC (2-amino-2-ethyl-1,3-propanediol), C(OCC)(OCC)=O (diethyl carbonate). Reagents/catalysts: C[O-].[Na+] (Sodium methoxide). The solvent is CCO (EtOH). The product is C(C)C1(NC(OC1)=O)CO ((±)-4-Ethyl-4-(hydroxymethyl)-2-oxazolidinone). Yield: 66.5%. Reaction SMILES: [NH2:1][C:2]([CH2:7][CH3:8])([CH2:5][OH:6])[CH2:3][OH:4].[C:9](=O)(OCC)[O:10]CC>C[O-].[Na+].CCO>[CH2:7]([C:2]1([CH2:5][OH:6])[CH2:3][O:4][C:9](=[O:10])[NH:1]1)[CH3:8] |f:2.3|. Procedure details: Sodium methoxide (2.2 g, Aldrich) was added to a solution of 2-amino-2-ethyl-1,3-propanediol(100.0 g, Aldrich) and diethyl carbonate (169.0 g, Aldrich) This solution was refluxed in a Dean Stark apparatus until no more EtOH was collected. The reaction mixture was cooled, added acetone(200 ml) and allowed to stand overnite at room temperature. The resulting suspension was filtered to give 81.0 g of the desired product as a beige solid. 1H NMR consistent with the proposed structure. Starting materials: COC1C(CCCC1)=O (racemic 2-methoxycyclohexanone), [H][H] (hydrogen), ( 16 ), COC1C(CCCC1)=O (2-methoxycyclohexanone). Run in CC(C)O (2-propanol). Run at time 1 hour. Yields the product CO[C@H]1C(CCCC1)=O ((R)-2-methoxycyclohexanone). The yield is 42.0%. RXN SMILES: [CH3:1][O:2][CH:3]1[CH2:8][CH2:7][CH2:6][CH2:5][C:4]1=[O:9].[H][H]>CC(O)C>[CH3:1][O:2][C@@H:3]1[CH2:8][CH2:7][CH2:6][CH2:5][C:4]1=[O:9]. Procedure details: Kinetic resolution of racemic 2-methoxycyclohexanone was carried out (see formula (16) below) That is, a reaction was carried out in accordance with the procedures of Example 13 using the (S,SS)-ruthenium hydride complex (1.5 mg; 0.00125 mmol) synthesized in Example 2 and using 2-methoxycyclohexanone (320 mg; 2.5 mmol) (made by Tokyo Kasei Kogyo Co., Ltd. )as the substrate and 2-propanol (2.5 mL) as the solvent. However, the hydrogen pressure was set to 8 atmosphere, the reaction temperature was... Starting materials: O1COC2=C1C=CC(=C2)CCO (2-benzo[1,3]dioxol-5-yl-ethanol), O1COC2=C1C=CC(=C2)CCO (2-benzo[1,3]dioxol-5-yl-ethanol), CC(=O)OI1(C=2C=CC=CC2C(=O)O1)(OC(=O)C)OC(=O)C (Dess-Martin periodinane). Solvent: ClCCl (dichloromethane). The product is O1COC2=C1C=CC(=C2)CC=O (benzo[1,3]dioxol-5-yl-acetaldehyde). Isolated yield 76.1%. As a reaction SMILES: [O:1]1[C:5]2[CH:6]=[CH:7][C:8]([CH2:10][CH2:11][OH:12])=[CH:9][C:4]=2[O:3][CH2:2]1.CC(OI1(OC(C)=O)(OC(C)=O)OC(=O)C2C=CC=CC1=2)=O>ClCCl>[O:1]1[C:5]2[CH:6]=[CH:7][C:8]([CH2:10][CH:11]=[O:12])=[CH:9][C:4]=2[O:3][CH2:2]1. Reported procedure: A solution of 2-benzo[1,3]dioxol-5-yl-ethanol (Intermediate D2) (1 g; 6.0 mmol) in dichloromethane (40 mL) was treated with the Dess-Martin periodinane (commercially available from Lancaster) (2.65 g, 6.25 mmol) at rt for 2 h. Silica gel was added to the mixture and the solvent was removed under vacuum. The solids were placed onto a column of silica gel and the product was eluted with a mixture of ether:hexanes to give benzo[1,3]dioxol-5-yl-acetaldehyde (Intermediate D3) 0.75 g.